This data is from the Open Reaction Database (ORD), a public repository of structured organic reaction records. The task is: describe an organic reaction: reactants, conditions, products, and yield Reactants: [Li]P(C(C)(C)C)C(C)(C)C (LiP(t-Bu)2), (t-Bu)2GaCl, [Li][As](C(C)(C)C)C(C)(C)C (LiAs(t-Bu)2), [Al](C(C)(C)C)(C(C)(C)C)Cl ((t-Bu)2AlCl). The product is [Al](C(C)(C)C)(C(C)(C)C)P(C(C)(C)C)C(C)(C)C ((t-Bu)2AlP(t-Bu)2). Reaction SMILES: [Li][P:2]([C:7]([CH3:10])([CH3:9])[CH3:8])[C:3]([CH3:6])([CH3:5])[CH3:4].[Li][As](C(C)(C)C)C(C)(C)C.[Al:21](Cl)([C:26]([CH3:29])([CH3:28])[CH3:27])[C:22]([CH3:25])([CH3:24])[CH3:23]>>[Al:21]([P:2]([C:7]([CH3:10])([CH3:9])[CH3:8])[C:3]([CH3:6])([CH3:5])[CH3:4])([C:26]([CH3:29])([CH3:28])[CH3:27])[C:22]([CH3:25])([CH3:24])[CH3:23]. Procedure details: The process of Example 1 was substantially followed except LiP(t-Bu)2 was substituted for LiAs(t-Bu)2 in the same molar proportions with respect to (t-Bu)2AlCl which was substituted for (t-Bu)2GaCl. The monomeric phosphinoalane, (t-Bu)2AlP(t-Bu)2, was produced. See NMR Table 1.